Dataset: the Open Reaction Database (ORD), a public repository of structured organic reaction records. Task: describe an organic reaction: reactants, conditions, products, and yield The reactants are C1C(CCC2=CC=CC=C12)=O (2-tetralone), C1(=CC=CC=C1)[Mg]Br (phenyl magnesium bromide). The solvent is C(C)OCC (diethyl ether). Reaction conditions: temperature 200 celsius. Product: C1(=CC=CC=C1)C1=CC2=CC=CC=C2C=C1 (2-phenylnaphthalene). Reaction SMILES: [CH2:1]1[C:10]2[C:5](=[CH:6][CH:7]=[CH:8][CH:9]=2)[CH2:4][CH2:3][C:2]1=O.[C:12]1([Mg]Br)[CH:17]=[CH:16][CH:15]=[CH:14][CH:13]=1>C(OCC)C>[C:12]1([C:2]2[CH:3]=[CH:4][C:5]3[C:10](=[CH:9][CH:8]=[CH:7][CH:6]=3)[CH:1]=2)[CH:17]=[CH:16][CH:15]=[CH:14][CH:13]=1. Procedure details: A mixture of 14.6 g. of 2-tetralone, 20 g. of phenyl magnesium bromide, and 200 ml. of diethyl ether is stirred for 4 hours and then refluxed for one hour. The mixture is acidified with the addition of 200 ml. of 1 N hydrochloric acid, filtered, and extracted with diethyl ether. The extracts are combined, washed with water to neutrality, filtered, dried and evaporated; unchanged 2-tetralone is removed by distillation. The residue, containing 2-phenyl-3,4-dihydronaphthalene is mixed with 25 g. of...